This data is from the Open Reaction Database (ORD), a public repository of structured organic reaction records. The task is: describe an organic reaction: reactants, conditions, products, and yield Reactants: CC(C)S(=O)(=O)NC1Cc2ccc(Br)cc2C1, O=C([O-])[O-], OB(O)c1ccc(F)nc1F, [Na+], [Na+], C1COCCO1, O, c1ccc(P(c2ccccc2)(c2ccccc2)[Pd](P(c2ccccc2)(c2ccccc2)c2ccccc2)(P(c2ccccc2)(c2ccccc2)c2ccccc2)P(c2ccccc2)(c2ccccc2)c2ccccc2)cc1. Product: CC(C)S(=O)(=O)NC1Cc2ccc(-c3ccc(F)nc3F)cc2C1. As a reaction SMILES: [Br:12][c:13]1[cH:14][c:15]2[c:19]([cH:20][cH:21]1)[CH2:18][CH:17]([NH:22][S:23](=[O:24])(=[O:25])[CH:26]([CH3:27])[CH3:28])[CH2:16]2.[C:29](=[O:30])([O-:31])[O-:32].[F:1][c:2]1[n:3][c:4]([F:11])[cH:5][cH:6][c:7]1[B:8]([OH:9])[OH:10].[Na+:33].[Na+:34].[O:35]1[CH2:36][CH2:37][O:38][CH2:39][CH2:40]1.[OH2:41].[cH:42]1[cH:43][cH:44][c:45]([P:46]([Pd:47]([P:48]([c:49]2[cH:50][cH:51][cH:52][cH:53][cH:54]2)([c:55]2[cH:56][cH:57][cH:58][cH:59][cH:60]2)[c:61]2[cH:62][cH:63][cH:64][cH:65][cH:66]2)([P:67]([c:68]2[cH:69][cH:70][cH:71][cH:72][cH:73]2)([c:74]2[cH:75][cH:76][cH:77][cH:78][cH:79]2)[c:80]2[cH:81][cH:82][cH:83][cH:84][cH:85]2)[P:86]([c:87]2[cH:88][cH:89][cH:90][cH:91][cH:92]2)([c:93]2[cH:94][cH:95][cH:96][cH:97][cH:98]2)[c:99]2[cH:100][cH:101][cH:102][cH:103][cH:104]2)([c:105]2[cH:106][cH:107][cH:108][cH:109][cH:110]2)[c:111]2[cH:112][cH:113][cH:114][cH:115][cH:116]2)[cH:117][cH:118]1>>[F:1][c:2]1[n:3][c:4]([F:11])[cH:5][cH:6][c:7]1-[c:13]1[cH:14][c:15]2[c:19]([cH:20][cH:21]1)[CH2:18][CH:17]([NH:22][S:23](=[O:24])(=[O:25])[CH:26]([CH3:27])[CH3:28])[CH2:16]2. Reactants: CN1CCC(O)CC1, CC(C)OC(=O)N=NC(=O)OC(C)C, C1CCOC1, N#Cc1cccc(O)c1, c1ccc(P(c2ccccc2)c2ccccc2)cc1. Yields the product CN1CCC(Oc2cccc(C#N)c2)CC1. RXN SMILES: [CH3:10][N:11]1[CH2:12][CH2:13][CH:14]([OH:17])[CH2:15][CH2:16]1.[O:37]=[C:38]([O:39][CH:40]([CH3:41])[CH3:42])[N:43]=[N:44][C:45]([O:46][CH:47]([CH3:48])[CH3:49])=[O:50].[O:51]1[CH2:52][CH2:53][CH2:54][CH2:55]1.[OH:1][c:2]1[cH:3][c:4]([C:5]#[N:6])[cH:7][cH:8][cH:9]1.[c:18]1([P:19]([c:20]2[cH:21][cH:22][cH:23][cH:24][cH:25]2)[c:26]2[cH:27][cH:28][cH:29][cH:30][cH:31]2)[cH:32][cH:33][cH:34][cH:35][cH:36]1>>[O:1]([c:2]1[cH:3][c:4]([C:5]#[N:6])[cH:7][cH:8][cH:9]1)[CH:14]1[CH2:13][CH2:12][N:11]([CH3:10])[CH2:16][CH2:15]1.